From a dataset of the Open Reaction Database (ORD), a public repository of structured organic reaction records. describe an organic reaction: reactants, conditions, products, and yield Reactants: C1(=CC=CC=C1)CC(=O)NCCC=1C=CC=C2C=CC(=CC12)C(=O)O (8-{2-[(2-Phenylacetyl)amino]ethyl}-2-naphthoic acid), S(=O)(Cl)Cl (thionyl chloride). Run at time 1 hour. The product is C1(=CC=CC=C1)CC(=O)NCCC=1C=CC=C2C=CC(=CC12)C(=O)Cl (8-{2-[(2-Phenylacetyl)amino]ethyl}-2-naphthalenecarbonyl chloride). Reaction SMILES: [C:1]1([CH2:7][C:8]([NH:10][CH2:11][CH2:12][C:13]2[CH:14]=[CH:15][CH:16]=[C:17]3[C:22]=2[CH:21]=[C:20]([C:23]([OH:25])=O)[CH:19]=[CH:18]3)=[O:9])[CH:6]=[CH:5][CH:4]=[CH:3][CH:2]=1.S(Cl)([Cl:28])=O>>[C:1]1([CH2:7][C:8]([NH:10][CH2:11][CH2:12][C:13]2[CH:14]=[CH:15][CH:16]=[C:17]3[C:22]=2[CH:21]=[C:20]([C:23]([Cl:28])=[O:25])[CH:19]=[CH:18]3)=[O:9])[CH:6]=[CH:5][CH:4]=[CH:3][CH:2]=1. Reported procedure: 5 mmol of the product obtained in Step C are dissolved in 40 ml of thionyl chloride. After stirring under an inert atmosphere for 1 hour, the thionyl chloride is evaporated off under reduced pressure to yield the title product. Reactants: N1(C=CC=C1)C1=C(SC=C1)CO (3-(pyrrol-1-yl)thiophene-2-methanol), K-t-BuO, ClC1=NC(=CN=C1)Cl (2,6-dichloropyrazine). Product: ClC1=NC(=CN=C1)OCC=1SC=CC1N1C=CC=C1 (2-Chloro-6-{[3-(1H-pyrrol-1-yl)-2-thienyl]methoxy}pyrazine). RXN SMILES: [N:1]1([C:6]2[CH:10]=[CH:9][S:8][C:7]=2[CH2:11][OH:12])[CH:5]=[CH:4][CH:3]=[CH:2]1.[Cl:13][C:14]1[CH:19]=[N:18][CH:17]=[C:16](Cl)[N:15]=1>>[Cl:13][C:14]1[CH:19]=[N:18][CH:17]=[C:16]([O:12][CH2:11][C:7]2[S:8][CH:9]=[CH:10][C:6]=2[N:1]2[CH:2]=[CH:3][CH:4]=[CH:5]2)[N:15]=1. Procedure: The title compound was prepared according to the procedure of example 50, step 1, starting from 3-(pyrrol-1-yl)thiophene-2-methanol (2.5 g, 14 mmol), K-t-BuO (1.43 g, 12.7 mmol) and 2,6-dichloropyrazine (1.73 g, 11.6 mmol). The yield of the title compound was 3.05 g (90%) and was obtained as an oil. Anal. (C13H10ClN3OS) C, H, N. The reactants are [I-].[K+] (potassium iodide), C([O-])([O-])=O.[K+].[K+] (potassium carbonate), ClCCCC(=O)C1=CC=C(C=C1)F (4-chloro-4'-fluorobutyrophenone), Cl.FC1=CC=C(C=C1)C(CCCN[C@@H]1CC[C@H](CC1)C1=CC=C(C=C1)F)=O (trans 4'-fluoro-4-{[4-(p-fluorophenyl)cyclohexyl]-amino}butyrophenone hydrochloride), [H-].[Na+] (sodium hydride), 2,2-dimethyl-1,3-propanediol ketal. Run in CN(C=O)C (dimethylformamide), C1=CC=CC=C1 (benzene), O (water). Conditions: time 25 minute. Yields the product Cl (hydrochloric acid), Cl.FC1=CC=C(C=C1)C(CCCN[C@@H]1CC[C@H](CC1)C1=CC=C(C=C1)F)=O (trans 4'-fluoro-4-{[4-(p-fluorophenyl)cyclohexyl]-amino}butyrophenone hydrochloride). As a reaction SMILES: [ClH:1].[F:2][C:3]1[CH:8]=[CH:7][C:6]([C:9](=[O:27])[CH2:10][CH2:11][CH2:12][NH:13][C@H:14]2[CH2:19][CH2:18][C@H:17]([C:20]3[CH:25]=[CH:24][C:23]([F:26])=[CH:22][CH:21]=3)[CH2:16][CH2:15]2)=[CH:5][CH:4]=1.[H-].[Na+].C(=O)([O-])[O-].[K+].[K+].[I-].[K+].[Cl:38]CCCC(C1C=CC(F)=CC=1)=O>C1C=CC=CC=1.O.CN(C)C=O>[ClH:38].[ClH:1].[F:2][C:3]1[CH:4]=[CH:5][C:6]([C:9](=[O:27])[CH2:10][CH2:11][CH2:12][NH:13][C@H:14]2[CH2:15][CH2:16][C@H:17]([C:20]3[CH:21]=[CH:22][C:23]([F:26])=[CH:24][CH:25]=3)[CH2:18][CH2:19]2)=[CH:7][CH:8]=1 |f:0.1,2.3,4.5.6,7.8,14.15|. Procedure details: To a suspension of 2 g. of trans 4-(p-fluorophenyl)cyclohexylamine hydrochloride (I) (prepared as in Example 20) in 30 ml. of dimethylformamide, 0.36 g. of 56% sodium hydride in mineral oil is added. Following about 25 minutes of stirring, there is added successively, 2.42 g. of potassium carbonate, 1.49 g. of potassium iodide and 2.18 g. of the 2,2-dimethyl-1,3-propanediol ketal of 4-chloro-4'-fluorobutyrophenone. The mixture is stirred in an oil bath at 90° for about 18 hours, allowed to cool ... Reactants: NC=1C=C(C=CC1)S (3-aminothiophenol), [H-].[Na+] (sodium hydride oil dispersion), C(C1=CC=CC=C1)Cl (benzyl chloride). The solvent is C1CCOC1 (THF), C1CCOC1 (THF). Conditions: time 5 minute. Yields the product C(C1=CC=CC=C1)SC=1C=C(N)C=CC1 (3-(Benzylsulfanyl)aniline). Reaction SMILES: [H-].[Na+].[NH2:3][C:4]1[CH:5]=[C:6]([SH:10])[CH:7]=[CH:8][CH:9]=1.[CH2:11](Cl)[C:12]1[CH:17]=[CH:16][CH:15]=[CH:14][CH:13]=1>C1COCC1>[CH2:11]([S:10][C:6]1[CH:5]=[C:4]([CH:9]=[CH:8][CH:7]=1)[NH2:3])[C:12]1[CH:17]=[CH:16][CH:15]=[CH:14][CH:13]=1 |f:0.1|. Reported procedure: To a cold (0° C.), stirred slurry of 1.7 g of sodium hydride oil dispersion (60%) in 100 mL of dry THF, under argon, is added via cannula 4.95 g of 3-aminothiophenol in 5 mL of THF. After 5 min, 4.6 mL of benzyl chloride is added. The mixture is allowed to warm to room temperature and stirred for 18 h, then cooled to 0° C. and partitioned between water and diethyl ether. The organic phase is washed with water and brine, dried (Na2SO4), and concentrated under reduced pressure. Flash chromatograph... Starting materials: Cl.Cl.C1(CCCCC1)N(C1CCNCC1)C (cyclohexyl-methyl-piperidin-4-yl-amine, dihydrochloride), ClC(=O)OC1=CC=C(C=C1)OC1=NC=C(C=C1)C(F)(F)F (4-(5-trifluoromethyl-pyridin-2-yloxy)-phenyl chloroformate), C(C)(C)NC(C)C (diisopropylamine). Solvent: CN(C=O)C.O1CCCC1 (dimethylformamide tetrahydrofuran). Yields the product FC(C=1C=CC(=NC1)OC1=CC=C(C=C1)OC(=O)N1CCC(CC1)N(C)C1CCCCC1)(F)F (4-(Cyclohexyl-methyl-amino)-piperidine-1-carboxylic acid 4-(5-trifluoromethyl-pyridin-2-yloxy)-phenyl ester). Reaction SMILES: Cl.Cl.[CH:3]1([N:9]([CH3:16])[CH:10]2[CH2:15][CH2:14][NH:13][CH2:12][CH2:11]2)[CH2:8][CH2:7][CH2:6][CH2:5][CH2:4]1.Cl[C:18]([O:20][C:21]1[CH:26]=[CH:25][C:24]([O:27][C:28]2[CH:33]=[CH:32][C:31]([C:34]([F:37])([F:36])[F:35])=[CH:30][N:29]=2)=[CH:23][CH:22]=1)=[O:19].C(NC(C)C)(C)C>CN(C)C=O.O1CCCC1>[F:36][C:34]([F:35])([F:37])[C:31]1[CH:32]=[CH:33][C:28]([O:27][C:24]2[CH:25]=[CH:26][C:21]([O:20][C:18]([N:13]3[CH2:12][CH2:11][CH:10]([N:9]([CH:3]4[CH2:8][CH2:7][CH2:6][CH2:5][CH2:4]4)[CH3:16])[CH2:15][CH2:14]3)=[O:19])=[CH:22][CH:23]=2)=[N:29][CH:30]=1 |f:0.1.2,5.6|. Procedure details: The title product was prepared from cyclohexyl-methyl-piperidin-4-yl-amine, dihydrochloride and 4-(5-trifluoromethyl-pyridin-2-yloxy)-phenyl chloroformate, 2 equivalent of diisopropylamine; dimethylformamide/tetrahydrofuran (2:1). The reaction mixture was evaporated to dryness and the crude product extracted with ethyl acetate from an aqueous HCl solution saturated with sodium chloride, pH 1-2. The title product was crystallized from ethyl acetate during evaporation of the solvent, filtered and ... Starting materials: OC=1C=C(C=CC1)C(C)(CCCCCCC)C (2-(3-hydroxyphenyl)-2-methylnonane), C(C1=CC=CC=C1)OC1=CC(=CC=C1)C(C=CCCCCC)(C)C (1-benzyloxy-3-(1,1-dimethyloct-2-enyl)benzene). The product is OC=1C=C(C=CC1)C(C)(CCCCCC)C (2-(3-Hydroxyphenyl)-2-methyloctane). Reaction SMILES: [OH:1][C:2]1[CH:3]=[C:4]([C:8]([CH3:17])([CH2:10][CH2:11][CH2:12][CH2:13][CH2:14][CH2:15]C)[CH3:9])[CH:5]=[CH:6][CH:7]=1.C(OC1C=CC=C(C(C)(C)C=CCCCCC)C=1)C1C=CC=CC=1>>[OH:1][C:2]1[CH:3]=[C:4]([C:8]([CH3:17])([CH2:10][CH2:11][CH2:12][CH2:13][CH2:14][CH3:15])[CH3:9])[CH:5]=[CH:6][CH:7]=1. Reported procedure: In like manner, 2-(3-hydroxyphenyl)-2-methylnonane is prepared in 82% (7.8 g.) yield from 13.0 g. (0.0406 mol.) of 1-benzyloxy-3-(1,1-dimethyloct-2-enyl)benzene. It is obtained as an oil having the characteristics: